From a dataset of the Open Reaction Database (ORD), a public repository of structured organic reaction records. describe an organic reaction: reactants, conditions, products, and yield Isolated yield 67.1%. Procedure: A mixture of 1,0 g (4,2 mmol) 1,2-diamino-5-bromonaphthalene and 1,2 g (9,5 mmol) oxalic acid dihydrate in 20 ml 4 N hydrochloric acid was refluxed for 2,5 h. After cooling to 25° C., the precipitate was filtered off and washed with water. The crude product was dissolved in 200 ml 2 N sodium hydroxide, and reprecipitated with 4N hydrochloric acid (to pH 1-2) to give 820 mg (67%) of pure 7-bromo-2,3-dihydroxybenzo(f)quinoxaline, m.p. >300° C.1H NMR (DMSO-d6 ): 8,6 (1H,d), 7,8 (1H,d), 7,7 (1H,d), ... Solvent: Cl (hydrochloric acid). Reaction SMILES: [NH2:1][C:2]1[C:11]2[C:6](=[C:7]([Br:12])[CH:8]=[CH:9][CH:10]=2)[CH:5]=[CH:4][C:3]=1[NH2:13].O.O.[C:16](O)(=[O:20])[C:17](O)=[O:18]>Cl>[Br:12][C:7]1[C:6]2[CH:5]=[CH:4][C:3]3[N:13]=[C:17]([OH:18])[C:16]([OH:20])=[N:1][C:2]=3[C:11]=2[CH:10]=[CH:9][CH:8]=1 |f:1.2.3|. Conditions: temperature 25 celsius. Yields the product BrC1=CC=CC=2C=3N=C(C(=NC3C=CC21)O)O (7-bromo-2,3-dihydroxybenzo(f)quinoxaline). The reactants are NC1=C(C=CC2=C(C=CC=C12)Br)N (1,2-diamino-5-bromonaphthalene), O.O.C(C(=O)O)(=O)O (oxalic acid dihydrate). Reactants: CC(C)(C)OC(=O)N(CCc1ccc(-c2ccc(CC(=O)O)c(OC3CCCCC3)c2)cc1)CC(O)c1ccccc1, O=C(n1ccnc1)n1ccnc1, CS(N)(=O)=O, CN(C)C=O, Cl. Product: CC(C)(C)OC(=O)N(CCc1ccc(-c2ccc(CC(=O)NS(C)(=O)=O)c(OC3CCCCC3)c2)cc1)CC(O)c1ccccc1. As a reaction SMILES: [C:1]([CH3:2])([CH3:3])([CH3:4])[O:5][C:6](=[O:7])[N:8]([CH2:9][CH2:10][c:11]1[cH:12][cH:13][c:14](-[c:17]2[cH:18][c:19]([O:27][CH:28]3[CH2:29][CH2:30][CH2:31][CH2:32][CH2:33]3)[c:20]([CH2:23][C:24](=[O:25])[OH:26])[cH:21][cH:22]2)[cH:15][cH:16]1)[CH2:34][CH:35]([c:36]1[cH:37][cH:38][cH:39][cH:40][cH:41]1)[OH:42].[C:43]([n:44]1[cH:45][cH:46][n:47][cH:48]1)([n:49]1[cH:50][cH:51][n:52][cH:53]1)=[O:54].[CH3:55][S:56](=[O:57])(=[O:58])[NH2:59].[CH3:61][N:62]([CH3:63])[CH:64]=[O:65].[ClH:60]>>[C:1]([CH3:2])([CH3:3])([CH3:4])[O:5][C:6](=[O:7])[N:8]([CH2:9][CH2:10][c:11]1[cH:12][cH:13][c:14](-[c:17]2[cH:18][c:19]([O:27][CH:28]3[CH2:29][CH2:30][CH2:31][CH2:32][CH2:33]3)[c:20]([CH2:23][C:24](=[O:25])[NH:59][S:56]([CH3:55])(=[O:57])=[O:58])[cH:21][cH:22]2)[cH:15][cH:16]1)[CH2:34][CH:35]([c:36]1[cH:37][cH:38][cH:39][cH:40][cH:41]1)[OH:42]. The reactants are COC1=CC=C(C=C1)B(O)O (4-methoxyphenylboronic acid), ClC1=CC=C(C=C1)[N+](=O)[O-] (1-chloro-4-nitrobenzene), [F-].[Cs+] (cesium fluoride). Reagents/catalysts: C=1C=CC(=CC1)[P](C=2C=CC=CC2)(C=3C=CC=CC3)[Pd]([P](C=4C=CC=CC4)(C=5C=CC=CC5)C=6C=CC=CC6)([P](C=7C=CC=CC7)(C=8C=CC=CC8)C=9C=CC=CC9)[P](C=1C=CC=CC1)(C=1C=CC=CC1)C=1C=CC=CC1 (Tetrakis(triphenylphosphine)palladium(0)). The solvent is C(C)#N.O (acetonitrile water). Yields the product COC1=CC=C(C=C1)C1=CC=C(C=C1)[N+](=O)[O-] (4′-methoxy-4-nitro-biphenyl). Isolated yield 81.7%. Reaction SMILES: [CH3:1][O:2][C:3]1[CH:8]=[CH:7][C:6](B(O)O)=[CH:5][CH:4]=1.Cl[C:13]1[CH:18]=[CH:17][C:16]([N+:19]([O-:21])=[O:20])=[CH:15][CH:14]=1.[F-].[Cs+]>C(#N)C.O.C1C=CC([P]([Pd]([P](C2C=CC=CC=2)(C2C=CC=CC=2)C2C=CC=CC=2)([P](C2C=CC=CC=2)(C2C=CC=CC=2)C2C=CC=CC=2)[P](C2C=CC=CC=2)(C2C=CC=CC=2)C2C=CC=CC=2)(C2C=CC=CC=2)C2C=CC=CC=2)=CC=1>[CH3:1][O:2][C:3]1[CH:8]=[CH:7][C:6]([C:13]2[CH:18]=[CH:17][C:16]([N+:19]([O-:21])=[O:20])=[CH:15][CH:14]=2)=[CH:5][CH:4]=1 |f:2.3,4.5,^1:31,33,52,71|. Reported procedure: A mixture of 4-methoxyphenylboronic acid (3.70 g, 24.3 mmol), 1-chloro-4-nitrobenzene (3.84 g, 24.3 mmol) and cesium fluoride (7.40 g, 48.7 mmol) in 150 mL of 2:1 acetonitrile-water was degassed under vacuum for 20 minutes. Tetrakis(triphenylphosphine)palladium(0) (844.0 mg, 0.73 mmol) was added and the reaction refluxed for 3 h. The solvent was removed under reduced pressure and the residue partitioned between methylene chloride and water. The organic phase was separated, dried (Na2SO4) and the... Reactants: C1CCOC1, CO, COC(=O)c1ccc(COc2cc(-c3ccc(OC(F)(F)F)cc3)cc3ccccc23)cc1, O. The product is O=C(O)c1ccc(COc2cc(-c3ccc(OC(F)(F)F)cc3)cc3ccccc23)cc1. Reaction SMILES: [CH2:1]1[O:2][CH2:3][CH2:4][CH2:5]1.[CH3:6][OH:7].[F:8][C:9]([O:10][c:11]1[cH:12][cH:13][c:14](-[c:17]2[cH:18][c:19]([O:27][CH2:28][c:29]3[cH:30][cH:31][c:32]([C:33](=[O:34])[O:35][CH3:36])[cH:37][cH:38]3)[c:20]3[cH:21][cH:22][cH:23][cH:24][c:25]3[cH:26]2)[cH:15][cH:16]1)([F:39])[F:40].[OH2:41]>>[F:8][C:9]([O:10][c:11]1[cH:12][cH:13][c:14](-[c:17]2[cH:18][c:19]([O:27][CH2:28][c:29]3[cH:30][cH:31][c:32]([C:33](=[O:34])[OH:35])[cH:37][cH:38]3)[c:20]3[cH:21][cH:22][cH:23][cH:24][c:25]3[cH:26]2)[cH:15][cH:16]1)([F:39])[F:40]. Reactants: CC(C)(C)N1C(=O)C(Cl)=C(c2ccccc2)S1(=O)=O, NC1CCN(c2ccc(Cl)nc2)CC1, Cl, Cl, CN(C)C=O. Yields the product CC(C)(C)N1C(=O)C(NC2CCN(c3ccc(Cl)nc3)CC2)=C(c2ccccc2)S1(=O)=O. Reaction SMILES: [C:1]([CH3:2])([CH3:3])([CH3:4])[N:5]1[S:6](=[O:18])(=[O:19])[C:7]([c:12]2[cH:13][cH:14][cH:15][cH:16][cH:17]2)=[C:8]([Cl:11])[C:9]1=[O:10].[Cl:22][c:23]1[cH:24][cH:25][c:26]([N:29]2[CH2:30][CH2:31][CH:32]([NH2:35])[CH2:33][CH2:34]2)[cH:27][n:28]1.[ClH:20].[ClH:21].[O:36]=[CH:37][N:38]([CH3:39])[CH3:40]>>[C:1]([CH3:2])([CH3:3])([CH3:4])[N:5]1[S:6](=[O:18])(=[O:19])[C:7]([c:12]2[cH:13][cH:14][cH:15][cH:16][cH:17]2)=[C:8]([NH:35][CH:32]2[CH2:31][CH2:30][N:29]([c:26]3[cH:25][cH:24][c:23]([Cl:22])[n:28][cH:27]3)[CH2:34][CH2:33]2)[C:9]1=[O:10]. Reactants: N1(C=NC=C1)C(=O)C=1C(=C(NC1C)C=O)C (4-(1H-imidazol-1-ylcarbonyl)-3,5-dimethyl-1H-pyrrole-2-carbaldehyde), NC[C@@H](CN1CCOCC1)O ((2S)-1-amino-3-morpholin-4-ylpropan-2-ol), ClC=1C=C2CC(NC2=CC1)=O (5-chlorooxindole), C1CCOC1 (THF), NC[C@@H](CN1CCOCC1)O ((2S)-1-amino-3-morpholin-4-ylpropan-2-ol). The solvent is C(C)N(CC)CC (triethylamine). Conditions: temperature 60 celsius, time 68 hour. Yields the product ClC=1C=C2/C(/C(NC2=CC1)=O)=C/C1=C(C(=C(N1)C)C(=O)NC[C@@H](CN1CCOCC1)O)C (5-[(Z)-(5-chloro-2-oxo-1,2-dihydro-3H-indol-3-ylidene)methyl]-N-[(2S)-2-hydroxy-3-morpholin-4-ylpropyl]-2,4-dimethyl-1H-pyrrole-3-carboxamide). Isolated yield 38.1%. RXN SMILES: N1([C:6]([C:8]2[C:9]([CH3:16])=[C:10]([CH:14]=O)[NH:11][C:12]=2[CH3:13])=[O:7])C=CN=C1.[NH2:17][CH2:18][C@H:19]([OH:27])[CH2:20][N:21]1[CH2:26][CH2:25][O:24][CH2:23][CH2:22]1.[Cl:28][C:29]1[CH:30]=[C:31]2[C:35](=[CH:36][CH:37]=1)[NH:34][C:33](=[O:38])[CH2:32]2.C1COCC1>C(N(CC)CC)C>[Cl:28][C:29]1[CH:30]=[C:31]2[C:35](=[CH:36][CH:37]=1)[NH:34][C:33](=[O:38])/[C:32]/2=[CH:14]\[C:10]1[NH:11][C:12]([CH3:13])=[C:8]([C:6]([NH:17][CH2:18][C@H:19]([OH:27])[CH2:20][N:21]2[CH2:22][CH2:23][O:24][CH2:25][CH2:26]2)=[O:7])[C:9]=1[CH3:16]. Procedure details: 4-(1H-imidazol-1-ylcarbonyl)-3,5-dimethyl-1H-pyrrole-2-carbaldehyde (6.8 g, 31.3 mmol), (2S)-1-amino-3-morpholin-4-ylpropan-2-ol (10.0 g, 62.5 mmol), 5-chlorooxindole (5.3 g, 31.6 mmol), and THF (100 ml) were mixed and heated to 60° C. After stirring for 68 h at 60° C., triethylamine (14 ml) was added and stirred for 5 h at 60° C. Added 4.6 g of (2S)-1-amino-3-morpholin-4-ylpropan-2-ol, and stirred for 20 h at 60° C. The yellow slurry was cooled to room temperature and filtered. The cake was was...